Dataset: the Open Reaction Database (ORD), a public repository of structured organic reaction records. Task: describe an organic reaction: reactants, conditions, products, and yield Starting materials: CS(=O)(=O)O (methanesulfonic acid), FC1(CCC(CC1)C1=C(C(=NC=2CC(C[C@@H](C12)O)(C)C)C1CCN(CC1)C1=NC=C(C=N1)OCC(CO)(C)CO)[C@H](C1=CC=C(C=C1)C(F)(F)F)F)F ((5S)-4-(4,4-Difluorocyclohexyl)-3-{(S)-fluoro[4-(trifluoromethyl)phenyl]methyl}-2-(1-{5-[3-hydroxy-2-(hydroxymethyl)-2-methylpropoxy]pyrimidin-2-yl}piperidin-4-yl)-7,7-dimethyl-5,6,7,8-tetrahydroquinolin-5-ol). The solvent is COC(C)(C)C (tert-butyl methyl ether). Product: CS(=O)(=O)O[C@@H]1C=2C(=C(C(=NC2CC(C1)(C)C)C1CCN(CC1)C1=NC=C(C=N1)OCC(CO)(C)CO)[C@H](C1=CC=C(C=C1)C(F)(F)F)F)C1CCC(CC1)(F)F ((5S)-4-(4,4-Difluorocyclohexyl)-3-{(S)-fluoro[4-(trifluoromethyl)phenyl]methyl}-2-(1-{5-[3-hydroxy-2-(hydroxymethyl)-2-methylpropoxy]pyrimidin-2-yl}piperidin-4-yl)-7,7-dimethyl-5,6,7,8-tetrahydroquinolin-5-ol methanesulfonate), powder. Yield: 50.0%. RXN SMILES: [CH3:1][S:2]([OH:5])(=[O:4])=[O:3].[F:6][C:7]1([F:58])[CH2:12][CH2:11][CH:10]([C:13]2[C:22]3[C@@H:21](O)[CH2:20][C:19]([CH3:25])([CH3:24])[CH2:18][C:17]=3[N:16]=[C:15]([CH:26]3[CH2:31][CH2:30][N:29]([C:32]4[N:37]=[CH:36][C:35]([O:38][CH2:39][C:40]([CH2:44][OH:45])([CH3:43])[CH2:41][OH:42])=[CH:34][N:33]=4)[CH2:28][CH2:27]3)[C:14]=2[C@@H:46]([F:57])[C:47]2[CH:52]=[CH:51][C:50]([C:53]([F:56])([F:55])[F:54])=[CH:49][CH:48]=2)[CH2:9][CH2:8]1>COC(C)(C)C>[CH3:1][S:2]([O:5][C@H:21]1[CH2:20][C:19]([CH3:24])([CH3:25])[CH2:18][C:17]2[N:16]=[C:15]([CH:26]3[CH2:27][CH2:28][N:29]([C:32]4[N:37]=[CH:36][C:35]([O:38][CH2:39][C:40]([CH2:41][OH:42])([CH3:43])[CH2:44][OH:45])=[CH:34][N:33]=4)[CH2:30][CH2:31]3)[C:14]([C@@H:46]([F:57])[C:47]3[CH:52]=[CH:51][C:50]([C:53]([F:55])([F:54])[F:56])=[CH:49][CH:48]=3)=[C:13]([CH:10]3[CH2:11][CH2:12][C:7]([F:6])([F:58])[CH2:8][CH2:9]3)[C:22]1=2)(=[O:4])=[O:3]. Procedure: Reactions similar to those of Example 3 were performed except for using 4.5 μl (0.069 mmol) of methanesulfonic acid instead of 47% hydrobromic acid salt and using 2.5 ml of tert-butyl methyl ether instead of methyl ethyl ketone, and from 51.8 mg (0.069 mmol) of (5S)-4-(4,4-Difluorocyclohexyl)-3-{(S)-fluoro[4-(trifluoromethyl)phenyl]methyl}-2-(1-{5-[3-hydroxy-2-(hydroxymethyl)-2-methylpropoxy]pyrimidin-2-yl}piperidin-4-yl)-7,7-dimethyl-5,6,7,8-tetrahydroquinolin-5-ol, which was prepared by a meth... Starting materials: CO, Cl, [Na+], CCOC(=O)CN(Cc1cc2c(cn1)OCCO2)C1CCN(CCn2c(=O)ccc3ncc(OC)cc32)CC1, C1CCOC1, [OH-]. The product is COc1cnc2ccc(=O)n(CCN3CCC(N(CC(=O)O)Cc4cc5c(cn4)OCCO5)CC3)c2c1. Reaction SMILES: [CH3:43][OH:44].[ClH:42].[Na+:41].[O:1]1[CH2:2][CH2:3][O:4][c:5]2[cH:6][n:7][c:8]([CH2:11][N:12]([CH:13]3[CH2:14][CH2:15][N:16]([CH2:19][CH2:20][n:21]4[c:22](=[O:33])[cH:23][cH:24][c:25]5[n:26][cH:27][c:28]([O:31][CH3:32])[cH:29][c:30]45)[CH2:17][CH2:18]3)[CH2:34][C:35](=[O:36])[O:37][CH2:38][CH3:39])[cH:9][c:10]21.[O:45]1[CH2:46][CH2:47][CH2:48][CH2:49]1.[OH-:40]>>[O:1]1[CH2:2][CH2:3][O:4][c:5]2[cH:6][n:7][c:8]([CH2:11][N:12]([CH:13]3[CH2:14][CH2:15][N:16]([CH2:19][CH2:20][n:21]4[c:22](=[O:33])[cH:23][cH:24][c:25]5[n:26][cH:27][c:28]([O:31][CH3:32])[cH:29][c:30]45)[CH2:17][CH2:18]3)[CH2:34][C:35](=[O:36])[OH:37])[cH:9][c:10]21.